This data is from the Open Reaction Database (ORD), a public repository of structured organic reaction records. The task is: describe an organic reaction: reactants, conditions, products, and yield Reactants: compound 164, CC1=C(C=C(C(=O)O)C=C1)C1=C(N=C(N1)C1CCOCC1)C (4-methyl-3-(4-methyl-2-(tetrahydro-2H-pyran-4-yl)-1H-imidazol-5-yl)benzoic acid), CC1=C(C=C(C(=O)O)C=C1)C1=C(N=C(N1)C1CCOCC1)C (4-methyl-3-(4-methyl-2-(tetrahydro-2H-pyran-4-yl)-1H-imidazol-5-yl)benzoic acid), CC1=C(C(=O)O)C=C(C(=C1)C)C=1N=C(NC1C)C1CCOCC1 (2,4-dimethyl-5-(5-methyl-2-(tetrahydro-2H-pyran-4-yl)-1H-imidazol-4-yl)benzoic acid), Cl.N1CC(C1)C1=CC=C(C#N)C=C1 (4-(azetidin-3-yl)benzonitrile hydrochloride), Cl.N1CCC(CC1)C1=CC=C(C#N)C=C1 (4-(piperidin-4-yl)benzonitrile hydrochloride), Cl.N1CCC(CC1)C1=CC=C(C#N)C=C1 (4-(piperidin-4-yl)benzonitrile hydrochloride). Product: CC1=C(C=C(C(=O)N2CCC(CC2)C2=CC=C(C#N)C=C2)C=C1)C1=C(N=C(N1)C1CCOCC1)C (4-(1-(4-Methyl-3-(4-methyl-2-(tetrahydro-2H-pyran-4-yl)-1H-imidazol-5-yl)benzoyl)piperidin-4-yl)benzonitrile). As a reaction SMILES: [CH3:1][C:2]1[CH:10]=[CH:9][C:5]([C:6](O)=[O:7])=[CH:4][C:3]=1[C:11]1[NH:15][C:14]([CH:16]2[CH2:21][CH2:20][O:19][CH2:18][CH2:17]2)=[N:13][C:12]=1[CH3:22].CC1C=C(C)C(C2N=C(C3CCOCC3)NC=2C)=CC=1C(O)=O.Cl.[NH:47]1[CH2:52][CH2:51][CH:50]([C:53]2[CH:60]=[CH:59][C:56]([C:57]#[N:58])=[CH:55][CH:54]=2)[CH2:49][CH2:48]1.Cl.N1CC(C2C=CC(C#N)=CC=2)C1>>[CH3:1][C:2]1[CH:10]=[CH:9][C:5]([C:6]([N:47]2[CH2:52][CH2:51][CH:50]([C:53]3[CH:60]=[CH:59][C:56]([C:57]#[N:58])=[CH:55][CH:54]=3)[CH2:49][CH2:48]2)=[O:7])=[CH:4][C:3]=1[C:11]1[NH:15][C:14]([CH:16]2[CH2:17][CH2:18][O:19][CH2:20][CH2:21]2)=[N:13][C:12]=1[CH3:22] |f:2.3,4.5|. Procedure: The title compound was prepared using standard chemical manipulations and procedures similar to those used for the preparation of compound 164, except 4-methyl-3-(4-methyl-2-(tetrahydro-2H-pyran-4-yl)-1H-imidazol-5-yl)benzoic acid (compound 168.1) was used in place of 2,4-dimethyl-5-(4-methyl-2-(tetrahydro-2H-pyran-4-yl)-1H-imidazol-5-yl)benzoic acid (compound 164.2) and 4-(piperidin-4-yl)benzonitrile hydrochloride (compound 1.2) was used in place of 4-(azetidin-3-yl)benzonitrile hydrochloride (... Starting materials: [F-].C(CCC)[N+](CCCC)(CCCC)CCCC (tetrabutylammonium fluoride), BrC(C(=O)OC)CC(C)C (methyl 2-bromo-4-methylpentanoate), C(C)(C)[Si](S)(C(C)C)C(C)C (triisopropylsilanethiol), BrC1=CC=C(C=C1)C(O)C1=CC=CC=C1 ((4-bromophenyl)(phenyl)methanol), [H-].[Na+] (sodium hydride), oil, solution. The solvent is O1CCCC1 (tetrahydrofuran), C(C)OCC (diethyl ether), CN(C)C=O (DMF). Conditions: time 8 hour. The product is BrC1=CC=C(C=C1)C(SC(C(=O)OC)CC(C)C)C1=CC=CC=C1 (methyl 2-{[(4-bromophenyl)(phenyl)methyl]thio}-4-methylpentanoate). Reaction SMILES: C([Si](C(C)C)(C(C)C)[SH:5])(C)C.[Br:12][C:13]1[CH:18]=[CH:17][C:16]([CH:19]([C:21]2[CH:26]=[CH:25][CH:24]=[CH:23][CH:22]=2)O)=[CH:15][CH:14]=1.[H-].[Na+].Br[CH:30]([CH2:35][CH:36]([CH3:38])[CH3:37])[C:31]([O:33][CH3:34])=[O:32].[F-].C([N+](CCCC)(CCCC)CCCC)CCC>CN(C=O)C.O1CCCC1.C(OCC)C>[Br:12][C:13]1[CH:18]=[CH:17][C:16]([CH:19]([C:21]2[CH:26]=[CH:25][CH:24]=[CH:23][CH:22]=2)[S:5][CH:30]([CH2:35][CH:36]([CH3:38])[CH3:37])[C:31]([O:33][CH3:34])=[O:32])=[CH:15][CH:14]=1 |f:2.3,5.6|. Procedure details: To a solution of triisopropylsilanethiol (1.75 mL, 8.05 mmoles) and (4-bromophenyl)(phenyl)methanol from example 67 step 2 (3.5, 8.05 mmoles) in 16 mL of DMF was added sodium hydride as a 60% emulsion in oil (386 mg, 9.66 mmoles). After the exotherm has passed, 1.65 mL (10 mmole) of methyl 2-bromo-4-methylpentanoate was added followed by 12 mL of a 1.0 M solution of tetrabutylammonium fluoride in tetrahydrofuran. After stirring overnight, the reaction was diluted with diethyl ether (200 mL) and ... Reactants: BrC1=C(N=CN1C)C1=NC=CC(=C1)C#N (2-(5-bromo-1-methyl-1H-imidazol-4-yl)pyridine-4-carbonitrile), N1(N=CC=C1)C1=CC=C(C=C1)B(O)O (4-pyrazol-1-yl-phenylboronic acid). Yields the product CN1C=NC(=C1C1=CC=C(C=C1)N1N=CC=C1)C1=NC=CC(=C1)C#N (2-{1-methyl-5-[4-(1H-pyrazol-1-yl)phenyl]-1H-imidazol-4-yl}pyridine-4-carbonitrile). As a reaction SMILES: Br[C:2]1[N:6]([CH3:7])[CH:5]=[N:4][C:3]=1[C:8]1[CH:13]=[C:12]([C:14]#[N:15])[CH:11]=[CH:10][N:9]=1.[N:16]1([C:21]2[CH:26]=[CH:25][C:24](B(O)O)=[CH:23][CH:22]=2)[CH:20]=[CH:19][CH:18]=[N:17]1>>[CH3:7][N:6]1[C:2]([C:24]2[CH:23]=[CH:22][C:21]([N:16]3[CH:20]=[CH:19][CH:18]=[N:17]3)=[CH:26][CH:25]=2)=[C:3]([C:8]2[CH:13]=[C:12]([C:14]#[N:15])[CH:11]=[CH:10][N:9]=2)[N:4]=[CH:5]1. Procedure: The title compound was prepared from 2-(5-bromo-1-methyl-1H-imidazol-4-yl)pyridine-4-carbonitrile and 4-pyrazol-1-yl-phenylboronic acid according to the procedure for the preparation of Example 3, part A. [M+H] Calc'd for C19H14N6, 327. Found, 327. The reactants are FC1=CC=2C3=C(NC2C=C1)C1CCN(C3)CC1 (9-fluoro-3,4,5,6-tetrahydro-1H-2,5-ethanoazepino[4,3-b]indole), BrC1=NC2=CC=CC=C2C=C1 (2-bromoquinoline). Product: FC1=CC=2C3=C(N(C2C=C1)C1=NC2=CC=CC=C2C=C1)C1CCN(C3)CC1 (9-fluoro-6-quinolin-2-yl-3,4,5,6-tetrahydro-1H-2,5-ethanoazepino[4,3-b]indole). Reaction SMILES: [F:1][C:2]1[CH:10]=[CH:9][C:8]2[NH:7][C:6]3[CH:11]4[CH2:17][CH2:16][N:14]([CH2:15][C:5]=3[C:4]=2[CH:3]=1)[CH2:13][CH2:12]4.Br[C:19]1[CH:28]=[CH:27][C:26]2[C:21](=[CH:22][CH:23]=[CH:24][CH:25]=2)[N:20]=1>>[F:1][C:2]1[CH:10]=[CH:9][C:8]2[N:7]([C:19]3[CH:28]=[CH:27][C:26]4[C:21](=[CH:22][CH:23]=[CH:24][CH:25]=4)[N:20]=3)[C:6]3[CH:11]4[CH2:12][CH2:13][N:14]([CH2:15][C:5]=3[C:4]=2[CH:3]=1)[CH2:16][CH2:17]4. Reported procedure: The reaction of 9-fluoro-3,4,5,6-tetrahydro-1H-2,5-ethanoazepino[4,3-b]indole (230 mg, 1.0 mmol; Example 161) and 2-bromoquinoline (312 mg, 1.5 mmol; Alfa Aesar) was performed as described in Example 68 to afford the title compound: 1H NMR (300 MHz, methanol-d4) δ ppm 1.98-2.11 (m, 2H) 2.17-2.31 (m, 2H) 3.09-3.28 (m, 5H) 4.31 (s, 2H) 6.90 (td, J=9, 3 Hz, 1H) 7.13 (dd, J=9, 2 Hz, 1H) 7.42 (dd, J=9, 4 Hz, 1H) 7.57 (d, J=8 Hz, 1H) 7.67 (t, J=8 Hz, 1H) 7.79-7.87 (m, 1H) 7.98-8.08 (m, 2H) 8.55 (d, J=...